This data is from the Open Reaction Database (ORD), a public repository of structured organic reaction records. The task is: describe an organic reaction: reactants, conditions, products, and yield The reactants are C1CCOC1, Clc1ncnc2[nH]cc(I)c12, OC1CCC2(CC1)OCCO2, c1ccc(P(c2ccccc2)c2ccccc2)cc1. The product is Clc1ncnc2c1c(I)cn2C1CCC2(CC1)OCCO2. RXN SMILES: [CH2:42]1[O:43][CH2:44][CH2:45][CH2:46]1.[Cl:1][c:2]1[c:3]2[c:4]([n:5][cH:6][n:7]1)[nH:8][cH:9][c:10]2[I:11].[O:12]1[CH2:13][CH2:14][O:15][C:16]12[CH2:17][CH2:18][CH:19]([OH:22])[CH2:20][CH2:21]2.[c:23]1([P:24]([c:25]2[cH:26][cH:27][cH:28][cH:29][cH:30]2)[c:31]2[cH:32][cH:33][cH:34][cH:35][cH:36]2)[cH:37][cH:38][cH:39][cH:40][cH:41]1>>[Cl:1][c:2]1[c:3]2[c:4]([n:5][cH:6][n:7]1)[n:8]([CH:19]1[CH2:18][CH2:17][C:16]3([O:12][CH2:13][CH2:14][O:15]3)[CH2:21][CH2:20]1)[cH:9][c:10]2[I:11]. Reaction conditions: temperature 70 celsius, time 16 hour. Product: C=CCOC1CCN(C(C)c2cccnc2)C1. The reagents and catalysts are O=C([O-])[O-].[Cs+].[Cs+] (cesium carbonate), [I-].[K+] (potassium iodide). The solvent is CN(C)C=O (DMF), CN(C)C=O (dmf), CN(C)C=O (DMF). Reactants: CC(Cl)c1cccnc1, C=CCOC1CCNC1. The reactants are COc1cc(N)c([N+](=O)[O-])cc1N, O=C(Cl)OCCCCl. The product is COc1cc(N)c([N+](=O)[O-])cc1NC(=O)OCCCCl. As a reaction SMILES: [CH3:1][O:2][c:3]1[c:4]([NH2:13])[cH:5][c:6]([N+:10](=[O:11])[O-:12])[c:7]([NH2:9])[cH:8]1.[Cl:14][C:15](=[O:16])[O:17][CH2:18][CH2:19][CH2:20][Cl:21]>>[CH3:1][O:2][c:3]1[c:4]([NH:13][C:15](=[O:16])[O:17][CH2:18][CH2:19][CH2:20][Cl:21])[cH:5][c:6]([N+:10](=[O:11])[O-:12])[c:7]([NH2:9])[cH:8]1. Reactants: CCO, O=S(=O)(Cl)CCC(F)(F)F, [H][H], CCC1CC(N=[N+]=[N-])CN1c1ncc2cnc3[nH]ccc3n12, [OH-], [OH-], [Pd+2]. Yields the product CCC1CC(NS(=O)(=O)CCC(F)(F)F)CN1c1ncc2cnc3[nH]ccc3n12. RXN SMILES: [CH3:35][CH2:36][OH:37].[F:25][C:26]([CH2:27][CH2:28][S:29](=[O:30])(=[O:31])[Cl:32])([F:33])[F:34].[H:23][H:24].[N:1](=[N+:2]=[N-:3])[CH:4]1[CH2:5][CH:6]([CH2:21][CH3:22])[N:7]([c:9]2[n:10][cH:11][c:12]3[n:13]2[c:14]2[c:15]([n:16][cH:17]3)[nH:18][cH:19][cH:20]2)[CH2:8]1.[OH-:38].[OH-:40].[Pd+2:39]>>[NH:1]([CH:4]1[CH2:5][CH:6]([CH2:21][CH3:22])[N:7]([c:9]2[n:10][cH:11][c:12]3[n:13]2[c:14]2[c:15]([n:16][cH:17]3)[nH:18][cH:19][cH:20]2)[CH2:8]1)[S:29]([CH2:28][CH2:27][C:26]([F:25])([F:33])[F:34])(=[O:30])=[O:31]. Reactants: FC(C=1C=C(C=CC1)N1CCNC(CC1)=O)(F)F (1-(3-trifluoromethyl-phenyl)-[1,4]diazepan-5-one), COC(C(CCCBr)Br)=O ((rac)-2,5-dibromo-pentanoic acid methyl ester). The product is COC(C(CCCBr)N1CCN(CCC1=O)C1=CC(=CC=C1)C(F)(F)F)=O ((rac)-5-Bromo-2-[7-oxo-4-(3-trifluoromethyl-phenyl)-[1,4]diazepan-1-yl]-pentanoic acid methyl ester). Yield: 97.0%. RXN SMILES: [F:1][C:2]([F:18])([F:17])[C:3]1[CH:4]=[C:5]([N:9]2[CH2:15][CH2:14][C:13](=[O:16])[NH:12][CH2:11][CH2:10]2)[CH:6]=[CH:7][CH:8]=1.[CH3:19][O:20][C:21](=[O:28])[CH:22](Br)[CH2:23][CH2:24][CH2:25][Br:26]>>[CH3:19][O:20][C:21](=[O:28])[CH:22]([N:12]1[C:13](=[O:16])[CH2:14][CH2:15][N:9]([C:5]2[CH:6]=[CH:7][CH:8]=[C:3]([C:2]([F:1])([F:17])[F:18])[CH:4]=2)[CH2:10][CH2:11]1)[CH2:23][CH2:24][CH2:25][Br:26]. Reported procedure: In analogy to the procedure described in example 15B, 1-(3-trifluoromethyl-phenyl)-[1,4]diazepan-5-one (example 15 A) and (rac)-2,5-dibromo-pentanoic acid methyl ester gave the title compound in 97% yield as yellow oil. MS: 453.1 (1Br, MH+). The reactants are CC(C)(C)CNCC(C)(C)n1cnc([N+](=O)[O-])c1, O=C(Cc1cc(F)cc(F)c1)NC(C(=O)O)c1ccccc1. Yields the product CC(C)(C)CNCC(C)(C)n1cnc(NC(=O)C(NC(=O)Cc2cc(F)cc(F)c2)c2ccccc2)c1. Reaction SMILES: [CH3:1][C:2]([CH2:3][NH:4][CH2:5][C:6]([CH3:7])([CH3:8])[CH3:9])([CH3:10])[n:11]1[cH:12][n:13][c:14]([N+:16]([O-:17])=[O:18])[cH:15]1.[F:19][c:20]1[cH:21][c:22]([CH2:27][C:28](=[O:29])[NH:30][CH:31]([C:32](=[O:33])[OH:34])[c:35]2[cH:36][cH:37][cH:38][cH:39][cH:40]2)[cH:23][c:24]([F:26])[cH:25]1>>[CH3:1][C:2]([CH2:3][NH:4][CH2:5][C:6]([CH3:7])([CH3:8])[CH3:9])([CH3:10])[n:11]1[cH:12][n:13][c:14]([NH:16][C:32]([CH:31]([NH:30][C:28]([CH2:27][c:22]2[cH:21][c:20]([F:19])[cH:25][c:24]([F:26])[cH:23]2)=[O:29])[c:35]2[cH:36][cH:37][cH:38][cH:39][cH:40]2)=[O:33])[cH:15]1. Reactants: O=C([O-])[O-], CC(C)c1cc(C#N)cc2nc(-c3ccc(C(=O)NCC4CC=C(OS(=O)(=O)C(F)(F)F)CC4)cc3)oc12, OB(O)c1ccc(F)cc1, [K+], [K+], C1CCOC1. The product is CC(C)c1cc(C#N)cc2nc(-c3ccc(C(=O)NCC4CC=C(c5ccc(F)cc5)CC4)cc3)oc12. As a reaction SMILES: [C:49](=[O:50])([O-:51])[O-:52].[F:1][C:2]([F:3])([F:4])[S:5]([O:6][C:7]1=[CH:8][CH2:9][CH:10]([CH2:13][NH:14][C:15]([c:16]2[cH:17][cH:18][c:19](-[c:22]3[o:23][c:24]4[c:25]([n:26]3)[cH:27][c:28]([C:34]#[N:35])[cH:29][c:30]4[CH:31]([CH3:32])[CH3:33])[cH:20][cH:21]2)=[O:36])[CH2:11][CH2:12]1)(=[O:37])=[O:38].[F:39][c:40]1[cH:41][cH:42][c:43]([B:46]([OH:47])[OH:48])[cH:44][cH:45]1.[K+:53].[K+:54].[O:55]1[CH2:56][CH2:57][CH2:58][CH2:59]1>>[C:7]1([c:43]2[cH:42][cH:41][c:40]([F:39])[cH:45][cH:44]2)=[CH:8][CH2:9][CH:10]([CH2:13][NH:14][C:15]([c:16]2[cH:17][cH:18][c:19](-[c:22]3[o:23][c:24]4[c:25]([n:26]3)[cH:27][c:28]([C:34]#[N:35])[cH:29][c:30]4[CH:31]([CH3:32])[CH3:33])[cH:20][cH:21]2)=[O:36])[CH2:11][CH2:12]1.